Dataset: the Open Reaction Database (ORD), a public repository of structured organic reaction records. Task: describe an organic reaction: reactants, conditions, products, and yield The reactants are CCOC(=O)C(Cc1ccc(OC(C)(C)C(=O)OC(C)(C)C)cc1)OCC, CCOC(=O)C(Cc1ccc(OCC(=O)O)cc1)OC. The product is CCOC(=O)C(Cc1ccc(OC(C)(C)C(=O)O)cc1)OCC. RXN SMILES: [CH2:1]([CH3:2])[O:3][C:4]([CH:5]([CH2:6][c:7]1[cH:8][cH:9][c:10]([O:13][C:14]([CH3:15])([CH3:16])[C:17](=[O:18])[O:19][C:20]([CH3:21])([CH3:22])[CH3:23])[cH:11][cH:12]1)[O:24][CH2:25][CH3:26])=[O:27].[CH2:28]([O:29][C:30](=[O:31])[CH:32]([O:33][CH3:34])[CH2:35][c:36]1[cH:37][cH:38][c:39]([O:40][CH2:41][C:42]([OH:43])=[O:44])[cH:45][cH:46]1)[CH3:47]>>[CH2:1]([CH3:2])[O:3][C:4]([CH:5]([CH2:6][c:7]1[cH:8][cH:9][c:10]([O:13][C:14]([CH3:15])([CH3:16])[C:17](=[O:18])[OH:19])[cH:11][cH:12]1)[O:24][CH2:25][CH3:26])=[O:27].